From a dataset of the Open Reaction Database (ORD), a public repository of structured organic reaction records. describe an organic reaction: reactants, conditions, products, and yield Starting materials: CC(C)(C)OC(=O)N1CCCC1CO, ClCCl, O=[Cr](=O)([O-])Cl, c1cc[nH+]cc1. Product: CC(C)(C)OC(=O)N1CCCC1C=O. As a reaction SMILES: [C:12]([CH3:13])([CH3:14])([CH3:15])[O:16][C:17](=[O:18])[N:19]1[CH:20]([CH2:24][OH:25])[CH2:21][CH2:22][CH2:23]1.[Cl:26][CH2:27][Cl:28].[O:1]=[Cr:2]([Cl:3])([O-:4])=[O:5].[nH+:6]1[cH:7][cH:8][cH:9][cH:10][cH:11]1>>[C:12]([CH3:13])([CH3:14])([CH3:15])[O:16][C:17](=[O:18])[N:19]1[CH:20]([CH:24]=[O:25])[CH2:21][CH2:22][CH2:23]1. The reactants are C(C)(C)(C)[Li] (tert-Butyllithium), BrC1=CC=C(O1)CN1CCN(CC1)C (1-((5-bromofuran-2-yl)methyl)-4-methylpiperazine), C(CCC)[Sn](Cl)(CCCC)CCCC (Tributylchlorostannane). Run in C1CCOC1 (THF). Run at temperature -78 celsius, time 30 minute. Product: CN1CCN(CC1)CC=1OC(=CC1)[Sn](CCCC)(CCCC)CCCC (1-methyl-4-((5-(tributylstannyl)furan-2-yl)methyl)piperazine). RXN SMILES: Br[C:2]1[O:6][C:5]([CH2:7][N:8]2[CH2:13][CH2:12][N:11]([CH3:14])[CH2:10][CH2:9]2)=[CH:4][CH:3]=1.C([Li])(C)(C)C.[CH2:20]([Sn:24]([CH2:30][CH2:31][CH2:32][CH3:33])([CH2:26][CH2:27][CH2:28][CH3:29])Cl)[CH2:21][CH2:22][CH3:23]>C1COCC1>[CH3:14][N:11]1[CH2:12][CH2:13][N:8]([CH2:7][C:5]2[O:6][C:2]([Sn:24]([CH2:26][CH2:27][CH2:28][CH3:29])([CH2:30][CH2:31][CH2:32][CH3:33])[CH2:20][CH2:21][CH2:22][CH3:23])=[CH:3][CH:4]=2)[CH2:9][CH2:10]1. Reported procedure: A round-bottomed flask was charged with 1-((5-bromofuran-2-yl)methyl)-4-methylpiperazine (1.29 g, 4.88 mmol), and THF (20 mL). The solution was cooled to −78° C. in a dry ice/acetone bath. tert-Butyllithium (6.56 mL, 10.5 mmol; 1.6 M in pentane) was added, and the reaction mixture was stirred for 30 minutes. Tributylchlorostannane (1.12 mL, 4.15 mmol) was added the reaction mixture was stirred for 30 minutes. The reaction mixture was quenched by adding pH 7 phosphate buffer (20 mL) and warming t... Starting materials: CN(C)C=O (DMF), ClC1=CC=C(S1)C=1SC=CC1 (5-chloro-[2,2′]bithiophene), [Li]CCCC (n-BuLi), solution. The solvent is C1CCOC1 (THF), hexanes, CCOC(=O)C (EtOAc). Run at temperature 0 celsius, time 15 minute. The product is ClC1=CC=C(S1)C=1SC(=CC1)C=O (5′-Chloro-[2,2′]bithiophenyl-5-carbaldehyde). Yield: 73.7%. RXN SMILES: [Cl:1][C:2]1[S:6][C:5]([C:7]2[S:8][CH:9]=[CH:10][CH:11]=2)=[CH:4][CH:3]=1.[Li]CCCC.CN([CH:20]=[O:21])C>C1COCC1.CCOC(C)=O>[Cl:1][C:2]1[S:6][C:5]([C:7]2[S:8][C:9]([CH:20]=[O:21])=[CH:10][CH:11]=2)=[CH:4][CH:3]=1. Reported procedure: To a solution of 5-chloro-[2,2′]bithiophene (1.06 g, 5.28 mmol) in 12 mL of THF at −78° C. is added n-BuLi (4.4 mL of a 1.6M solution in hexanes, 6.99 mmol). After 15 minutes, DMF (0.97 mL, 14 mmol) is added and the resulting solution is allowed to warm to 0° C. After 15 min, the solution diluted with EtOAc and quenched with saturated NaHCO3 solution. The organic solution is washed with H2O and saturated NaCl solution, then dried over MgSO4, filtered and concentrated. The crude product is purifi... Reactants: C1(=CC=C(C=C1)C[C@@H]1C[C@H](C(N1C(C(C)(C)C)=O)=O)C)C1=CC=CC=C1 ((3R,5S)-5-biphenyl-4-ylmethyl-1-(2,2-dimethylpropionyl)-3-methylpyrrolidin-2-one), Cl (hydrochloric acid). Solvent: C(C)O (ethanol). Product: C(C)OC([C@@H](C[C@@H](CC1=CC=C(C=C1)C1=CC=CC=C1)N)C)=O ((2R,4S)-4-amino-5-biphenyl-4-yl-2-methylpentanoic acid ethyl ester). Reaction SMILES: [C:1]1(C2C=CC=CC=2)[CH:6]=[CH:5][C:4]([CH2:7][C@H:8]2[N:12](C(=O)C(C)(C)C)[C:11](=[O:19])[C@H:10]([CH3:20])[CH2:9]2)=[CH:3][CH:2]=1.Cl>C(O)C>[CH2:11]([O:19][C:11](=[O:19])[C@H:10]([CH3:20])[CH2:9][C@H:8]([NH2:12])[CH2:7][C:4]1[CH:3]=[CH:2][C:1]([C:1]2[CH:6]=[CH:5][CH:4]=[CH:3][CH:2]=2)=[CH:6][CH:5]=1)[CH3:10]. Procedure details: 0.5 g (3R,5S)-5-biphenyl-4-ylmethyl-1-(2,2-dimethylpropionyl)-3-methylpyrrolidin-2-one, 5 ml ethanol and 0.5 ml concentrated hydrochloric acid were heated at about 80-120° C. for about 24 hours. The mixture was evaporated to dryness to obtain (2R,4S)-4-amino-5-biphenyl-4-yl-2-methylpentanoic acid ethyl ester (hydrochloride salt). Spectroscopic data as reported in Example 9. Reactants: BrC=1C=C(N)C=CC1OCC1=CC(=CC=C1)F (3-Bromo-4-(3-fluorobenzyloxy)-aniline), S(=O)(=O)(O)C1=CC=C(C)C=C1.S(=O)(=O)(O)C1=CC=C(C)C=C1.FC=1C=C(COC2=C(C=C(C=C2)NC2=NC=NC3=CC=C(C=C23)C=2N=C(SC2)CNCCS(=O)(=O)C)Cl)C=CC1 ((4-(3-Fluoro-benzyloxy)-3-chlorophenyl)-(6-(2-((2-methanesulphonyl-ethylamino)-methyl)-thiazol-4-yl)quinazolin-4-yl)-amine ditosylate salt). Yields the product FC=1C=C(COC2=C(C=C(C=C2)NC2=NC=NC3=CC=C(C=C23)C=2N=C(SC2)CNCCS(=O)(=O)C)Cl)C=CC1 ((4-(3-Fluoro-benzyloxy)-3-chlorophenyl)-(6-(2-((2-methanesulphonyl-ethylamino)-methyl)-thiazol-4-yl)quinazolin-4-yl)-amine). Reaction SMILES: BrC1C=C(C=CC=1OCC1C=CC=C(F)C=1)N.S(C1C=CC(C)=CC=1)(O)(=O)=O.S(C1C=CC(C)=CC=1)(O)(=O)=O.[F:40][C:41]1[CH:42]=[C:43]([CH:77]=[CH:78][CH:79]=1)[CH2:44][O:45][C:46]1[CH:51]=[CH:50][C:49]([NH:52][C:53]2[C:62]3[C:57](=[CH:58][CH:59]=[C:60]([C:63]4[N:64]=[C:65]([CH2:68][NH:69][CH2:70][CH2:71][S:72]([CH3:75])(=[O:74])=[O:73])[S:66][CH:67]=4)[CH:61]=3)[N:56]=[CH:55][N:54]=2)=[CH:48][C:47]=1[Cl:76]>>[F:40][C:41]1[CH:42]=[C:43]([CH:77]=[CH:78][CH:79]=1)[CH2:44][O:45][C:46]1[CH:51]=[CH:50][C:49]([NH:52][C:53]2[C:62]3[C:57](=[CH:58][CH:59]=[C:60]([C:63]4[N:64]=[C:65]([CH2:68][NH:69][CH2:70][CH2:71][S:72]([CH3:75])(=[O:74])=[O:73])[S:66][CH:67]=4)[CH:61]=3)[N:56]=[CH:55][N:54]=2)=[CH:48][C:47]=1[Cl:76] |f:1.2.3|. Procedure: The HCL salt of (4-(3-Fluoro-benzyloxy)-3-chlorophenyl)-(6-(2-((2-methanesulphonyl-ethylamino)-methyl)-thiazol-4-yl)quinazolin-4-yl)-amine was prepared according to Procedures 3(a) to (c) and then converted to the (4-(3-Fluoro-benzyloxy)-3-chlorophenyl)-(6-(2-((2-methanesulphonyl-ethylamino)-methyl)-thiazol-4-yl)quinazolin-4-yl)-amine ditosylate salt according to the procedure of Examples 1 and 2. 1H NMR (300 MHz, d6-DMSO) 11.4 (br s, 1H), 9.51 (br s, 1H), 9.24 (s, 1H), 8.95 (s, 1H), 8.68 (d, J=... Starting materials: FC(S(=O)(=O)OS(=O)(=O)C(F)(F)F)(F)F (trifluoromethanesulfonic anhydride), N1=CC=CC=C1 (pyridine), C(C1=CC=CC=C1)O[C@H]1[C@H](OC)O[C@@H]([C@H]([C@@H]1OCC1=CC=CC=C1)OCC1=CC=CC=C1)CO (methyl 2,3,4-tri-O-benzyl-β-D-glucopyranoside). Solvent: C(Cl)Cl (methylene chloride), C(Cl)Cl (methylene chloride). Conditions: temperature -10 celsius, time 15 minute. The product is C(C1=CC=CC=C1)O[C@H]1[C@H](OC)O[C@@H]([C@H]([C@@H]1OCC1=CC=CC=C1)OCC1=CC=CC=C1)COS(=O)(=O)C(F)(F)F (methyl 2,3,4-tri-O-benzyl-6-O-trifluoromethylsulfonyl -β-D-glucopyranoside). Isolated yield 89.0%. Reaction SMILES: N1C=CC=CC=1.[F:7][C:8]([F:21])([F:20])[S:9]([O:12]S(C(F)(F)F)(=O)=O)(=[O:11])=[O:10].[CH2:22]([O:29][C@@H:30]1[C@@H:37]([O:38][CH2:39][C:40]2[CH:45]=[CH:44][CH:43]=[CH:42][CH:41]=2)[C@H:36]([O:46][CH2:47][C:48]2[CH:53]=[CH:52][CH:51]=[CH:50][CH:49]=2)[C@@H:35]([CH2:54]O)[O:34][C@H:31]1[O:32][CH3:33])[C:23]1[CH:28]=[CH:27][CH:26]=[CH:25][CH:24]=1>C(Cl)Cl>[CH2:22]([O:29][C@@H:30]1[C@@H:37]([O:38][CH2:39][C:40]2[CH:41]=[CH:42][CH:43]=[CH:44][CH:45]=2)[C@H:36]([O:46][CH2:47][C:48]2[CH:53]=[CH:52][CH:51]=[CH:50][CH:49]=2)[C@@H:35]([CH2:54][O:12][S:9]([C:8]([F:21])([F:20])[F:7])(=[O:11])=[O:10])[O:34][C@H:31]1[O:32][CH3:33])[C:23]1[CH:24]=[CH:25][CH:26]=[CH:27][CH:28]=1. Procedure: To a solution of dry pyridine (0.456 mL) in methylene chloride (20 mL) cooled to -15° C. was added trifluoromethanesulfonic anhydride (0.864 mL). The mixture was stirred during 15 min at -10° C., then methyl 2,3,4-tri-O-benzyl-β-D-glucopyranoside (1.2 g, 2.58 mmol) in methylene chloride (30 mL) was added [P. Kovac, J. Alfoldi and M. Kosik, Chem. Zvesti 28, 820, (1974)]. The mixture was stirred during 1.5 h at -10° C. The reaction mixture was washed with water. The organic layer was dried over so...